This data is from the Open Reaction Database (ORD), a public repository of structured organic reaction records. The task is: describe an organic reaction: reactants, conditions, products, and yield The reactants are BrC=1C=2C3=C(C(NC2C(=CC1OC)F)=O)SC=C3 (9-bromo-6-fluoro-8-methoxythieno[2,3-c]quinolin-4(5H)-one), CC1(OB(OC1(C)C)C1=CC=C(CNC(OC(C)(C)C)=O)C=C1)C (tert-butyl 4-(4,4,5,5-tetramethyl-1,3,2-dioxaborolan-2-yl)benzylcarbamate). Product: FC1=CC(=C(C=2C3=C(C(NC12)=O)SC=C3)C3=CC=C(CNC(OC(C)(C)C)=O)C=C3)OC (tert-Butyl 4-(6-Fluoro-8-methoxy-4-oxo-4,5-dihydrothieno[2,3-c]quinolin-9-yl)benzylcarbamate). Isolated yield 44.0%. As a reaction SMILES: Br[C:2]1[C:3]2[C:4]3[CH:18]=[CH:17][S:16][C:5]=3[C:6](=[O:15])[NH:7][C:8]=2[C:9]([F:14])=[CH:10][C:11]=1[O:12][CH3:13].CC1(C)C(C)(C)OB([C:27]2[CH:41]=[CH:40][C:30]([CH2:31][NH:32][C:33](=[O:39])[O:34][C:35]([CH3:38])([CH3:37])[CH3:36])=[CH:29][CH:28]=2)O1>>[F:14][C:9]1[C:8]2[NH:7][C:6](=[O:15])[C:5]3[S:16][CH:17]=[CH:18][C:4]=3[C:3]=2[C:2]([C:27]2[CH:41]=[CH:40][C:30]([CH2:31][NH:32][C:33](=[O:39])[O:34][C:35]([CH3:36])([CH3:37])[CH3:38])=[CH:29][CH:28]=2)=[C:11]([O:12][CH3:13])[CH:10]=1. Procedure details: Following General Procedure B, 9-bromo-6-fluoro-8-methoxythieno[2,3-c]quinolin-4(5H)-one (150 mg, 0.50 mmol) was reacted with tert-butyl 4-(4,4,5,5-tetramethyl-1,3,2-dioxaborolan-2-yl)benzylcarbamate (200 mg, 0.60 mmol) to afford the desired product (100 mg, 48%) as a brown solid: ESI MS m/z 455 [C24H23FN2O4S+H]+. The reactants are ClCCl, CC(C)Cc1cc(-c2ccc(Cn3cncn3)cc2)c(S(=O)(=O)NC(C)(C)C)s1. The product is CC(C)Cc1cc(-c2ccc(Cn3cncn3)cc2)c(S(N)(=O)=O)s1. RXN SMILES: [Cl:30][CH2:31][Cl:32].[n:1]1([CH2:6][c:7]2[cH:8][cH:9][c:10](-[c:13]3[c:14]([S:22](=[O:23])(=[O:24])[NH:25][C:26]([CH3:27])([CH3:28])[CH3:29])[s:15][c:16]([CH2:18][CH:19]([CH3:20])[CH3:21])[cH:17]3)[cH:11][cH:12]2)[n:2][cH:3][n:4][cH:5]1>>[n:1]1([CH2:6][c:7]2[cH:8][cH:9][c:10](-[c:13]3[c:14]([S:22](=[O:23])(=[O:24])[NH2:25])[s:15][c:16]([CH2:18][CH:19]([CH3:20])[CH3:21])[cH:17]3)[cH:11][cH:12]2)[n:2][cH:3][n:4][cH:5]1. The reactants are [H-].[Na+] (Sodium hydride), C(C)(C)(C)OC(=O)N1CCN(CC1)S(=O)(=O)C1=CC=C(C=C1)NC(C=C)=O (4-(4-acryloylamino-benzenesulfonyl)-piperazine-1-carboxylic acid tert-butyl ester), CI (methyl iodide). Run in C1CCOC1 (THF). Run at time 1 hour. Product: C(C)(C)(C)OC(=O)N1CCN(CC1)S(=O)(=O)C1=CC=C(C=C1)N(C)C(C=C)=O (4-[4-(Acryloyl-methyl-amino)-benzenesulfonyl]-piperazine-1-carboxylic acid tert-butyl ester). Isolated yield 6.4%. RXN SMILES: [H-].[Na+].[C:3]([O:7][C:8]([N:10]1[CH2:15][CH2:14][N:13]([S:16]([C:19]2[CH:24]=[CH:23][C:22]([NH:25][C:26](=[O:29])[CH:27]=[CH2:28])=[CH:21][CH:20]=2)(=[O:18])=[O:17])[CH2:12][CH2:11]1)=[O:9])([CH3:6])([CH3:5])[CH3:4].[CH3:30]I>C1COCC1>[C:3]([O:7][C:8]([N:10]1[CH2:11][CH2:12][N:13]([S:16]([C:19]2[CH:20]=[CH:21][C:22]([N:25]([C:26](=[O:29])[CH:27]=[CH2:28])[CH3:30])=[CH:23][CH:24]=2)(=[O:17])=[O:18])[CH2:14][CH2:15]1)=[O:9])([CH3:6])([CH3:5])[CH3:4] |f:0.1|. Procedure: Sodium hydride (0.050 g, 26 mmol) was added in one portion to a stirred solution of 4-(4-acryloylamino-benzenesulfonyl)-piperazine-1-carboxylic acid tert-butyl ester (0.1 g, 0.25 mmol) in THF (1 ml). The reaction was stirred at room temperature for 5 minutes before methyl iodide (0.05 g, 0.25 mmol) was added in one portion and stirring continued for 1 hour. After this time, the reaction mixture was concentrated under vacuum and the resulting residue purified by prep HPLC to give the title compou... Starting materials: N1(CCCC1)CC1=CC=C(C=C1)/C=C/C(=O)O ((E)-3-(4-pyrrolidin-1-ylmethylphenyl)acrylic acid), COC1=CC=C(C=C1)C1=CC=C(C=C1)N (4′-methoxybiphenyl-4-ylamine), ClCCl.CO.N (dichloromethane methanol ammonia). The product is COC1=CC=C(C=C1)C1=CC=C(C=C1)NC(\C=C\C1=CC=C(C=C1)CN1CCCC1)=O ((E)-N-(4′-methoxybiphenyl-4-yl)-3-(4-pyrrolidin-1-ylmethylphenyl)acrylamide). As a reaction SMILES: [N:1]1([CH2:6][C:7]2[CH:12]=[CH:11][C:10](/[CH:13]=[CH:14]/[C:15]([OH:17])=O)=[CH:9][CH:8]=2)[CH2:5][CH2:4][CH2:3][CH2:2]1.[CH3:18][O:19][C:20]1[CH:25]=[CH:24][C:23]([C:26]2[CH:31]=[CH:30][C:29]([NH2:32])=[CH:28][CH:27]=2)=[CH:22][CH:21]=1.ClCCl.CO.N>>[CH3:18][O:19][C:20]1[CH:21]=[CH:22][C:23]([C:26]2[CH:31]=[CH:30][C:29]([NH:32][C:15](=[O:17])/[CH:14]=[CH:13]/[C:10]3[CH:9]=[CH:8][C:7]([CH2:6][N:1]4[CH2:2][CH2:3][CH2:4][CH2:5]4)=[CH:12][CH:11]=3)=[CH:28][CH:27]=2)=[CH:24][CH:25]=1 |f:2.3.4|. Procedure: Prepared analogously to Example 3.1.e. from (E)-3-(4-pyrrolidin-1-ylmethylphenyl)acrylic acid and 4′-methoxybiphenyl-4-ylamine. Yield: 74 mg (15.4% of theory); melting point: 199° C.-200° C.; C27H28N2O2 (M=412.53); calc.: molecular ion peak (M+H)+: 413; found: molecular ion peak (M+H)+: 413; Rf value: 0.77 (silica gel, dichloromethane/methanol/ammonia (80:20:1)). Starting materials: CC(C)(C)OC(=O)N1CC(OCc2ccccc2)CCC1C=O, CCCC[N+](CCCC)(CCCC)CCCC, [F-], O=[N+]([O-])CCc1cc(F)cc(F)c1, C1CCOC1. Product: CC(C)(C)OC(=O)N1CC(OCc2ccccc2)CCC1C(O)C(Cc1cc(F)cc(F)c1)[N+](=O)[O-]. RXN SMILES: [C:19]([CH3:20])([CH3:21])([CH3:22])[O:23][C:24](=[O:25])[N:26]1[CH:27]([CH:40]=[O:41])[CH2:28][CH2:29][CH:30]([O:32][CH2:33][c:34]2[cH:35][cH:36][cH:37][cH:38][cH:39]2)[CH2:31]1.[CH3:2][CH2:3][CH2:4][CH2:5][N+:6]([CH2:7][CH2:8][CH2:9][CH3:10])([CH2:11][CH2:12][CH2:13][CH3:14])[CH2:15][CH2:16][CH2:17][CH3:18].[F-:1].[F:42][c:43]1[cH:44][c:45]([F:54])[cH:46][c:47]([CH2:49][CH2:50][N+:51](=[O:52])[O-:53])[cH:48]1.[O:55]1[CH2:56][CH2:57][CH2:58][CH2:59]1>>[C:19]([CH3:20])([CH3:21])([CH3:22])[O:23][C:24](=[O:25])[N:26]1[CH:27]([CH:40]([OH:41])[CH:50]([CH2:49][c:47]2[cH:46][c:45]([F:54])[cH:44][c:43]([F:42])[cH:48]2)[N+:51](=[O:52])[O-:53])[CH2:28][CH2:29][CH:30]([O:32][CH2:33][c:34]2[cH:35][cH:36][cH:37][cH:38][cH:39]2)[CH2:31]1. Reported procedure: A mixture of the crude oil of methyl 2-bromo-3-{4-[2-(5-ethyl-2-pyridyl)ethoxy]phenyl}propionate (73.0 g) obtained in (b) thiourea (14.2 g), sodium acetate (15.3 g) and ethanol (500 ml) was stirred for 3 hours under reflux. The reaction mixture was concentrated under reduced pressure, and the concentrate wasneutralized with a saturated aqueous solution of sodium hydrogencarbonate, to which were added water (200 ml) and ether (100 ml). The whole mixture was stirred for 10 minutes to yield 5-{4-[2... The product is C(C)C=1C=CC(=NC1)CCOC1=CC=C(CC2C(NC(S2)=N)=O)C=C1 (5-{4-[2-(5-ethyl-2-pyridyl)ethoxy]benzyl}-2-imino-4-thiazolidinone). RXN SMILES: Br[CH:2]([CH2:7][C:8]1[CH:13]=[CH:12][C:11]([O:14][CH2:15][CH2:16][C:17]2[CH:22]=[CH:21][C:20]([CH2:23][CH3:24])=[CH:19][N:18]=2)=[CH:10][CH:9]=1)[C:3](OC)=[O:4].C([O-])(=O)C.[Na+].C(O)C.[NH2:33][C:34]([NH2:36])=[S:35]>>[CH2:23]([C:20]1[CH:21]=[CH:22][C:17]([CH2:16][CH2:15][O:14][C:11]2[CH:12]=[CH:13][C:8]([CH2:7][CH:2]3[S:35][C:34](=[NH:33])[NH:36][C:3]3=[O:4])=[CH:9][CH:10]=2)=[N:18][CH:19]=1)[CH3:24] |f:1.2|. The reactants are BrC(C(=O)OC)CC1=CC=C(C=C1)OCCC1=NC=C(C=C1)CC (methyl 2-bromo-3-{4-[2-(5-ethyl-2-pyridyl)ethoxy]phenyl}propionate), NC(=S)N (thiourea), C(C)(=O)[O-].[Na+] (sodium acetate), C(C)O (ethanol). Conditions: time 10 minute. Isolated yield 0.5%.